Dataset: the Open Reaction Database (ORD), a public repository of structured organic reaction records. Task: describe an organic reaction: reactants, conditions, products, and yield The reactants are N#Cc1ccc(N)c(F)c1, CC(C)O, COc1cc2c(Cl)ncnc2cc1OCCCN1CCOCC1. Yields the product Cl, COc1cc2c(Nc3ccc(C#N)cc3F)ncnc2cc1OCCCN1CCOCC1. RXN SMILES: [C:24](#[N:25])[c:26]1[cH:27][c:28]([F:33])[c:29]([NH2:30])[cH:31][cH:32]1.[CH:34]([OH:35])([CH3:36])[CH3:37].[Cl:1][c:2]1[n:3][cH:4][n:5][c:6]2[cH:7][c:8]([O:14][CH2:15][CH2:16][CH2:17][N:18]3[CH2:19][CH2:20][O:21][CH2:22][CH2:23]3)[c:9]([O:12][CH3:13])[cH:10][c:11]12>>[ClH:1].[c:2]1([NH:30][c:29]2[c:28]([F:33])[cH:27][c:26]([C:24]#[N:25])[cH:32][cH:31]2)[n:3][cH:4][n:5][c:6]2[cH:7][c:8]([O:14][CH2:15][CH2:16][CH2:17][N:18]3[CH2:19][CH2:20][O:21][CH2:22][CH2:23]3)[c:9]([O:12][CH3:13])[cH:10][c:11]12. The reactants are ClC1=CC=NC2=CC(=C(C=C12)OC)OC (4-Chloro-6,7-dimethoxyquinoline), BrC1=CC=C(C=C1)O (4-bromophenol), C(O)([O-])=O.[Na+] (sodium hydrogen carbonate). Run at temperature 180 celsius, time 40 minute. Yields the product COC=1C=C2C(=CC=NC2=CC1OC)OC1=CC=C(C=C1)Br (6,7-Dimethoxy-4-(4-bromophenoxy)quinoline). Isolated yield 501.2%. Reaction SMILES: Cl[C:2]1[C:11]2[C:6](=[CH:7][C:8]([O:14][CH3:15])=[C:9]([O:12][CH3:13])[CH:10]=2)[N:5]=[CH:4][CH:3]=1.[Br:16][C:17]1[CH:22]=[CH:21][C:20]([OH:23])=[CH:19][CH:18]=1.C(=O)([O-])O.[Na+]>>[CH3:13][O:12][C:9]1[CH:10]=[C:11]2[C:6](=[CH:7][C:8]=1[O:14][CH3:15])[N:5]=[CH:4][CH:3]=[C:2]2[O:23][C:20]1[CH:21]=[CH:22][C:17]([Br:16])=[CH:18][CH:19]=1 |f:2.3|. Procedure: 4-Chloro-6,7-dimethoxyquinoline (1.00 g) and commercially available 4-bromophenol (115 mg) were mixed and stirred at 180° C. for 40 minutes. The reaction mixture was neutralized with saturated aqueous sodium hydrogen carbonate and then partitioned between water and chloroform, and the chloroform layer was washed with brine and dried with sodium sulfate. After removing the solvent by reduced-pressure distillation, the resulting residue was purified by column chromatography on silica gel, eluting ... Starting materials: C(C1=CC=CC=C1)OCC1CO1 (2,3-epoxypropyl benzyl ether), n-butoxide, C(CCC)O (n-Butanol), [H-].[Na+] (sodium hydride), [H-].[Na+] (sodium hydride). Run in O (water), CN(C)C=O (DMF), CN(C)C=O (DMF). Reaction conditions: temperature 80 celsius. Product: C(CCC)OCC(COCC1=CC=CC=C1)O (1-Butoxy-3-(phenylmethoxy)-2-propanol). The yield is 48.2%. As a reaction SMILES: [CH2:1]([OH:5])[CH2:2][CH2:3][CH3:4].[H-].[Na+].[CH2:8]([O:15][CH2:16][CH:17]1[O:19][CH2:18]1)[C:9]1[CH:14]=[CH:13][CH:12]=[CH:11][CH:10]=1>CN(C=O)C.O>[CH2:1]([O:5][CH2:18][CH:17]([OH:19])[CH2:16][O:15][CH2:8][C:9]1[CH:14]=[CH:13][CH:12]=[CH:11][CH:10]=1)[CH2:2][CH2:3][CH3:4] |f:1.2|. Procedure: n-Butanol (2.5 ml, 27 mmol) is added to a suspension of sodium hydride (50% in mineral oil; 1.3 g, 27 mmol) in DMF (5 ml) and the mixture is then heated to 80° C. for 1.0 hours when all the sodium hydride is consumed. A solution of 2,3-epoxypropyl benzyl ether (benzyl glycidylether*) (4.52 g, 27 mmol) in DMF (5 ml) is added slowly to the n-butoxide solution. The mixture is then heated to 80° C. for 16 hours, diluted with water and extracted with ether. The ether layer is dried and concentrated t... Reactants: C(C)(=O)C=1C(=NC(=NC1)C(F)F)Cl (5-acetyl-4-chlorodifluoromethylpyrimidine), O (water). Run in C(C)OCC (diethyl ether), C(C)OCC (diethyl ether). Reaction conditions: time 8 hour. Product: ClC1=NC(=NC=C1C(C)O)C(F)F (4-Chlorodifluoromethyl-5-(1-hydroxyethyl)pyrimidine). Yield: 79.2%. Reaction SMILES: [C:1]([C:4]1[C:5]([Cl:13])=[N:6][C:7]([CH:10]([F:12])[F:11])=[N:8][CH:9]=1)(=[O:3])[CH3:2].O>C(OCC)C>[Cl:13][C:5]1[C:4]([CH:1]([OH:3])[CH3:2])=[CH:9][N:8]=[C:7]([CH:10]([F:12])[F:11])[N:6]=1. Procedure: 0.4 g of 5-acetyl-4-chlorodifluoromethylpyrimidine was dissolved in 10 ml of dry diethyl ether, then, an excess of a borane ammonia complex was added under cooling with ice, and the mixture was stirred overnight at room temperature. After addition of water, extraction with diethyl ether was carried out. The ether layer was dried over anhydrous sodium sulfate, and the solvent was distilled off under reduced pressure to obtain 0.32 g of the desired product as a viscous liquid. nD19.9 1.4899 The reactants are C1(=CC=CC=C1)SSC1=CC=CC=C1 (phenyl disulfide), ClS(=O)(=O)O (chlorosulfonic acid). The solvent is ClCCl (dichloromethane), ClCCl (dichloromethane). Run at temperature 0 celsius, time 1 hour. Product: C1(=CC=C(C=C1)SSC1=CC=C(C=C1)S(=O)(=O)O)S(=O)(=O)O (4,4′-dithiobisbenzenesulfonic acid). Isolated yield 79.3%. RXN SMILES: [C:1]1([S:7][S:8][C:9]2[CH:14]=[CH:13][CH:12]=[CH:11][CH:10]=2)[CH:6]=[CH:5][CH:4]=[CH:3][CH:2]=1.Cl[S:16]([OH:19])(=[O:18])=[O:17]>ClCCl>[C:12]1([S:16]([OH:19])(=[O:18])=[O:17])[CH:13]=[CH:14][C:9]([S:8][S:7][C:1]2[CH:2]=[CH:3][C:4]([S:16]([OH:19])(=[O:18])=[O:17])=[CH:5][CH:6]=2)=[CH:10][CH:11]=1. Procedure details: To a solution of phenyl disulfide (4.36 g, 20 mmol) in dichloromethane (40 mL) at 0° C. is added a solution of chlorosulfonic acid (4.64 g, 2.95 mL, 40 mmol) in dichloromethane (60 mL) dropwise. The mixture is stirred at 0° C. for 1 hour followed by 1.5 hours at room temperature. The reaction mixture is concentrated to dryness in vacuo and the residue is partitioned between diethyl ether and water. The water phase is separated, made basic with 2N aqueous sodium hydroxide and concentrated in vacu... Starting materials: CN(C=1N(C(=NN1)C(=O)OCC)C)C (ethyl 5-dimethylamino-4-methyl-4H-1,2,4-triazol-3-yl-carboxylate), C(C1=CC=CC=C1)N (benzylamine). Run in O1CCCC1 (tetrahydrofuran). Product: C(C1=CC=CC=C1)NC(=O)C1=NN=C(N1C)N(C)C (N-benzyl-5-dimethylamino-4-methyl-4H-1,2,4-triazol-3-yl-carboxamide). Yield: 34.5%. Reaction SMILES: [CH3:1][N:2]([CH3:14])[C:3]1[N:4]([CH3:13])[C:5]([C:8]([O:10]CC)=O)=[N:6][N:7]=1.[CH2:15]([NH2:22])[C:16]1[CH:21]=[CH:20][CH:19]=[CH:18][CH:17]=1>O1CCCC1>[CH2:15]([NH:22][C:8]([C:5]1[N:4]([CH3:13])[C:3]([N:2]([CH3:1])[CH3:14])=[N:7][N:6]=1)=[O:10])[C:16]1[CH:21]=[CH:20][CH:19]=[CH:18][CH:17]=1. Reported procedure: 6 g (0.03 mole) of ethyl 5-dimethylamino-4-methyl-4H-1,2,4-triazol-3-yl-carboxylate and 4.28 g (0.04 mole) of benzylamine are heated in 80 ml of tetrahydrofuran at 200° C. at 20 bar. For working up, the mixture is evaporated in vacuo, and the residue is purified on silica gel by means of chromatography (eluent: toluene/ethanol 1:1). 2.68 g (35% of theory) of N-benzyl-5-dimethylamino-4-methyl-4H-1,2,4-triazol-3-yl-carboxamide of melting point 96° C.-98° C. are obtained.